From a dataset of the Open Reaction Database (ORD), a public repository of structured organic reaction records. describe an organic reaction: reactants, conditions, products, and yield The reactants are C(#CCC)C=1C=C(C=C2C=C(C(OC12)C(F)(F)F)C(=O)OCC)OC(F)(F)F (ethyl 8-but-1-ynyl-6-(trifluoromethoxy)-2-(trifluoromethyl)-2H-chromene-3-carboxylate). The reagents and catalysts are [Pd] (Pd/C). Run in C(C)O (ethanol). Reaction conditions: time 1.5 hour. Product: C(CCC)C=1C=C(C=C2C=C(C(OC12)C(F)(F)F)C(=O)OCC)OC(F)(F)F (ethyl 8-butyl-6-(trifluoromethoxy)-2-(trifluoromethyl)-2H-chromene-3-carboxylate). The yield is 68.0%. As a reaction SMILES: [C:1]([C:5]1[CH:6]=[C:7]([O:24][C:25]([F:28])([F:27])[F:26])[CH:8]=[C:9]2[C:14]=1[O:13][CH:12]([C:15]([F:18])([F:17])[F:16])[C:11]([C:19]([O:21][CH2:22][CH3:23])=[O:20])=[CH:10]2)#[C:2][CH2:3][CH3:4]>C(O)C.[Pd]>[CH2:1]([C:5]1[CH:6]=[C:7]([O:24][C:25]([F:28])([F:26])[F:27])[CH:8]=[C:9]2[C:14]=1[O:13][CH:12]([C:15]([F:16])([F:17])[F:18])[C:11]([C:19]([O:21][CH2:22][CH3:23])=[O:20])=[CH:10]2)[CH2:2][CH2:3][CH3:4]. Reported procedure: A mixture of ethyl 8-but-1-ynyl-6-(trifluoromethoxy)-2-(trifluoromethyl)-2H-chromene-3-carboxylate prepared as in Example 21q, Step 1 (450 mg, 1.10 mmole) and 10% Pd/C (45 mg) in absolute ethanol was hydrogenated at 30 psi for 1.5 h. The catalyst was removed by filtration and the solvent was removed in vacuo to give 310 mg (68% yield) of the product as a yellow crystalline solid: EIHRMS m/z 412.1099 (M+, C18H18F6O4, Calc'd 412.1109).